This data is from the Open Reaction Database (ORD), a public repository of structured organic reaction records. The task is: describe an organic reaction: reactants, conditions, products, and yield Starting materials: [BH4-].[Na+] (sodium borohydride), CO (methanol), O (water), O (water), O=C1NC=2C=CC=CC2C=2N1N=C(C2C2=CC=CC=C2)C=O (5,6-dihydro-5-oxo-1-phenylpyrazolo[1,5-c]quinazolin-2-carboxaldehyde), CO (methanol), [BH4-].[Na+] (sodium borohydride), ( d ). Conditions: time 15 minute. Yields the product OCC=1C(=NN2C(NC=3C=CC=CC3C21)=O)C2=CC=CC=C2 (1-(Hydroxymethyl)-2-phenylpyrazolo[1,5-c]-quinazolin-5(6H)-one). RXN SMILES: O=C1[N:11]2[N:12]=[C:13]([CH:21]=O)[C:14]([C:15]3C=CC=CC=3)=[C:10]2[C:9]2[CH:8]=[CH:7][CH:6]=[CH:5][C:4]=2[NH:3]1.[BH4-].[Na+].[OH2:25].[CH3:26][OH:27]>>[OH:25][CH2:15][C:14]1[C:13]([C:21]2[CH:6]=[CH:5][CH:4]=[CH:9][CH:8]=2)=[N:12][N:11]2[C:10]=1[C:9]1[CH:8]=[CH:7][CH:6]=[CH:5][C:4]=1[NH:3][C:26]2=[O:27] |f:1.2|. Reported procedure: To a suspension of 4.0 g (0.0139 mole) of 5,6-dihydro-5-oxo-1-phenylpyrazolo[1,5-c]quinazolin-2-carboxaldehyde (prepared as in Example 1A) in 300 ml of methanol (at 0°) there is added 2.5 g (0.066mole) of sodium borohydride. The suspension is stirred at 0° for 15 minutes and then overnight at room temperature. Another 2.5 g of sodium borohydride is added, and, after 6 hours another 2.5 g, and stirring continued overnight. The reaction mixture is treated with 200 ml of water, the methanol strippe... Starting materials: ON=C(N)C1=CC2=C(NC=N2)C=C1 (N′-hydroxy-1H-benzimidazole-5-carboximidamide), FC1=CC(=CC2=C1NC=N2)C#N (7-fluoro-1H-benzimidazole-5-carbonitrile). The product is FC1=CC(=CC2=C1NC=N2)C(N)=NO (7-fluoro-N′-hydroxy-1H-benzimidazole-5-carboximidamide). As a reaction SMILES: [OH:1][N:2]=[C:3]([C:5]1[CH:13]=[CH:12][C:8]2[NH:9][CH:10]=[N:11][C:7]=2[CH:6]=1)[NH2:4].[F:14]C1C2NC=NC=2C=C(C#N)C=1>>[F:14][C:12]1[C:8]2[NH:9][CH:10]=[N:11][C:7]=2[CH:6]=[C:5]([C:3](=[N:2][OH:1])[NH2:4])[CH:13]=1. Reported procedure: The title compound was prepared following the procedure described for Intermediate 1, step 2, but starting from 7-fluoro-1H-benzimidazole-5-carbonitrile obtained in step 2 (750 mg; 4.65 mmol) as a beige solid (814 mg, 90%). 1H NMR (DMSO-d6) δ 12.88 (bs, 1H), 9.67 (s, 1H), 9.30 (s, 1H), 7.68 (s, 1H), 7.33-7.29 (m, 1H), 5.89 (s, 2H). LC/MS (Method B): 195.1 (M+H)+. Starting materials: C(C1=CC(C(=O)O)=CC=C1)(=O)O (isophthalic acid), CN(C(=N)N(C)C)C (1,1,3,3-tetramethyl-guanidine), C(C=C)Br (allyl bromide), COC(=O)C=1N=C(OC1)C1=CC(=CC=C1)C(=O)Cl (2-(3-chlorocarbonyl-phenyl)-oxazole-4-carboxylic acid methyl ester). Run in CS(=O)C (DMSO), CCOC(=O)C (EtOAc). Conditions: temperature 20 celsius, time 6 hour. The product is COC(=O)C=1N=C(OC1)C1=CC(=CC=C1)C(CC(=O)O)=O (2-(3-carboxyacetyl-phenyl)-oxazole-4-carboxylic acid methyl ester), C(C=C)OC(C1=CC(C(=O)O)=CC=C1)=O (isophthalic acid monoallyl ester). RXN SMILES: [CH3:1][O:2][C:3]([C:5]1[N:6]=[C:7]([C:10]2[CH:15]=[CH:14][CH:13]=[C:12]([C:16](Cl)=[O:17])[CH:11]=2)[O:8][CH:9]=1)=[O:4].[C:19]([OH:30])(=[O:29])[C:20]1[CH:28]=[CH:27][CH:26]=[C:22]([C:23]([OH:25])=[O:24])[CH:21]=1.CN(C)C(N(C)C)=N.[CH2:39](Br)[CH:40]=[CH2:41]>CS(C)=O.CCOC(C)=O>[CH3:1][O:2][C:3]([C:5]1[N:6]=[C:7]([C:10]2[CH:15]=[CH:14][CH:13]=[C:12]([C:16](=[O:17])[CH2:22][C:23]([OH:25])=[O:24])[CH:11]=2)[O:8][CH:9]=1)=[O:4].[CH2:41]([O:24][C:23](=[O:25])[C:22]1[CH:26]=[CH:27][CH:28]=[C:20]([C:19]([OH:30])=[O:29])[CH:21]=1)[CH:40]=[CH2:39]. Procedure: The 2-(3-carboxyacetyl-phenyl)-oxazole-4-carboxylic acid methyl ester was prepared from 2-(3-chlorocarbonyl-phenyl)-oxazole-4-carboxylic acid methyl ester [prepared by the following sequence: i.) To a solution of isophthalic acid (16.6 g) and 1,1,3,3-tetramethyl-guanidine (27.7 mL) in DMSO (75 mL) was added at 0° C. allyl bromide (18.6 mL) and the mixture was stirred at 20° C. for 6 h. The mixture was diluted with EtOAc and washed with 2N HCl and brine. The organic layer was dried and evaporated... Starting materials: CC(C)CC(Nc1ccc(C(=O)O)cn1)c1ccc(-n2cc(C(F)(F)F)cn2)cc1, CN(C)C=O, CCN(C(C)C)C(C)C, [Cl-], Cl, COC(=O)CCN, [NH4+]. Reaction SMILES: [CH3:1][CH:2]([CH2:3][CH:4]([c:5]1[cH:6][cH:7][c:8](-[n:11]2[n:12][cH:13][c:14]([C:16]([F:17])([F:18])[F:19])[cH:15]2)[cH:9][cH:10]1)[NH:20][c:21]1[n:22][cH:23][c:24]([C:25](=[O:26])[OH:27])[cH:28][cH:29]1)[CH3:30].[CH3:48][N:49]([CH3:50])[CH:51]=[O:52].[CH:39]([N:40]([CH:41]([CH3:42])[CH3:43])[CH2:44][CH3:45])([CH3:46])[CH3:47].[Cl-:53].[ClH:31].[NH2:32][CH2:33][CH2:34][C:35](=[O:36])[O:37][CH3:38].[NH4+:54]>>[CH3:1][CH:2]([CH2:3][CH:4]([c:5]1[cH:6][cH:7][c:8](-[n:11]2[n:12][cH:13][c:14]([C:16]([F:17])([F:18])[F:19])[cH:15]2)[cH:9][cH:10]1)[NH:20][c:21]1[n:22][cH:23][c:24]([C:25](=[O:27])[NH:32][CH2:33][CH2:34][C:35](=[O:36])[O:37][CH3:38])[cH:28][cH:29]1)[CH3:30]. Yields the product COC(=O)CCNC(=O)c1ccc(NC(CC(C)C)c2ccc(-n3cc(C(F)(F)F)cn3)cc2)nc1. RXN SMILES: [CH2:24]=[O:25].[CH3:1][O:2][c:3]1[cH:4][cH:5][c:6]2[c:7]([c:21]1[O:22][CH3:23])[CH2:8][NH:9][CH2:10][CH2:11][c:12]1[c:13]([cH:16][cH:17][c:18]([OH:20])[cH:19]1)[CH2:14][CH2:15]2.[CH3:26][CH2:27][OH:28].[H:29][H:30].[Pt:31]=[O:32]>>[CH3:1][O:2][c:3]1[cH:4][cH:5][c:6]2[c:7]([c:21]1[O:22][CH3:23])[CH2:8][N:9]([CH3:24])[CH2:10][CH2:11][c:12]1[c:13]([cH:16][cH:17][c:18]([OH:20])[cH:19]1)[CH2:14][CH2:15]2. The product is COc1ccc2c(c1OC)CN(C)CCc1cc(O)ccc1CC2. Reactants: C=O, COc1ccc2c(c1OC)CNCCc1cc(O)ccc1CC2, CCO, [H][H], O=[Pt]. The reactants are N([C@@H]([C@@H](C)CC)C(=O)O)C(=O)OCC1=CC=CC=C1.CCCCC(C(CC[C@H]1[C@@H](CC(=O)[C@@H]1CCCCCCC(=O)O)O)O)(F)F.C1CCC(CC1)NC2CCCCC2 (Z-Ile-OH dicyclohexylammonium salt), C(CC(O)(C(=O)O)CC(=O)O)(=O)O (citric acid). Solvent: C(C)(=O)OCC (ethyl acetate). Yields the product N([C@@H]([C@@H](C)CC)C(=O)NCC(=O)O)C(=O)OCC1=CC=CC=C1 (Z-Ile-Gly). RXN SMILES: [NH:1]([C:10]([O:12][CH2:13][C:14]1[CH:19]=[CH:18][CH:17]=[CH:16][CH:15]=1)=[O:11])[C@H:2]([C:7]([OH:9])=O)[C@H:3]([CH2:5][CH3:6])[CH3:4].CCCCC(F)(F)C(O)CC[C@@H]1[C@@H](CCCCC[CH2:39][C:40]([OH:42])=[O:41])C(=O)C[C@H]1O.C1CCC([NH:53]C2CCCCC2)CC1.C(O)(=O)CC(CC(O)=O)(C(O)=O)O>C(OCC)(=O)C>[NH:1]([C:10]([O:12][CH2:13][C:14]1[CH:19]=[CH:18][CH:17]=[CH:16][CH:15]=1)=[O:11])[C@H:2]([C:7]([NH:53][CH2:39][C:40]([OH:42])=[O:41])=[O:9])[C@H:3]([CH2:5][CH3:6])[CH3:4] |f:0.1.2|. Procedure details: 2.23 g of Z-Ile-OH-dicyclohexylammonium salt are suspended in ethyl acetate and acidified with 0.2 M citric acid. The resulting ethyl acetate solution is washed until neutral, dried and evaporated to dryness. The residue is dissolved in 15 ml of acetonitrile, and 750 mg of H-Gly-OMe.HCl are added to the solution followed at 0° C., with stirring, by 0.84 ml of triethylamine. After 10 minutes 1.24 g of dicyclohexylcarbodiimide are added and the mixture is stirred overnight at 0° C. The precipitate... The reactants are [OH-].[Na+] (sodium hydroxide), C(C1=CC=CC=C1)(=O)OCCCC=1C=2C(=CNC1C)C(N(N2)C2=CC=C(C=C2)Cl)=O (7-(3-Benzoyloxypropyl)-2-(4-chlorophenyl)-2,5-dihydro-6-methylpyrazolo[4,3-c]pyridin-3-one). Run in CO (methanol). Reaction conditions: time 18 hour. Product: ClC1=CC=C(C=C1)N1N=C2C(=CNC(=C2CCCO)C)C1=O (2-(4-Chlorophenyl)-2,5-dihydro-7-(3-hydroxypropyl)-6-methylpyrazolo[4,3-c]pyridin-3-one). Isolated yield 61.4%. As a reaction SMILES: [OH-].[Na+].C([O:11][CH2:12][CH2:13][CH2:14][C:15]1[C:16]2[C:17]([C:22](=[O:32])[N:23]([C:25]3[CH:30]=[CH:29][C:28]([Cl:31])=[CH:27][CH:26]=3)[N:24]=2)=[CH:18][NH:19][C:20]=1[CH3:21])(=O)C1C=CC=CC=1>CO>[Cl:31][C:28]1[CH:29]=[CH:30][C:25]([N:23]2[C:22](=[O:32])[C:17]3=[CH:18][NH:19][C:20]([CH3:21])=[C:15]([CH2:14][CH2:13][CH2:12][OH:11])[C:16]3=[N:24]2)=[CH:26][CH:27]=1 |f:0.1|. Procedure details: To a solution of sodium hydroxide (0.075 g, 1.88 mmol) in methanol (10 ml) was added the product of Example 105 (0.1 g, 0.42 mmol) and the mixture stirred for 18 hours. The solvent was evaporated in vacuo and the residue taken up in water and adjusted to pH 6 with 1N HCl. The yellow precipitate was extracted into 10% methanol/CH2Cl2 and the organic phase separated, dried, filtered and evaporated to give a yellow solid. Recrystallisation from MeOH/CH2Cl2/EtOAc afforded the title compound as a yel...